Dataset: the Open Reaction Database (ORD), a public repository of structured organic reaction records. Task: describe an organic reaction: reactants, conditions, products, and yield Starting materials: Brc1cncnc1, O=C([O-])[O-], [Cs+], [Cs+], CN(C)C(=O)c1cc(Br)ccc1N, O=C(C=Cc1ccccc1)C=Cc1ccccc1, O=C(C=Cc1ccccc1)C=Cc1ccccc1, O=C(C=Cc1ccccc1)C=Cc1ccccc1, [Pd], [Pd], CC1(C)c2cccc(P(c3ccccc3)c3ccccc3)c2Oc2c(P(c3ccccc3)c3ccccc3)cccc21. Product: CN(C)C(=O)c1cc(Br)ccc1Nc1cncnc1. RXN SMILES: [Br:62][c:63]1[cH:64][n:65][cH:66][n:67][cH:68]1.[C:56](=[O:57])([O-:58])[O-:59].[Cs+:60].[Cs+:61].[NH2:1][c:2]1[c:3]([C:4](=[O:5])[N:6]([CH3:7])[CH3:8])[cH:9][c:10]([Br:13])[cH:11][cH:12]1.[O:107]=[C:108]([CH:109]=[CH:110][c:111]1[cH:112][cH:113][cH:114][cH:115][cH:116]1)[CH:117]=[CH:118][c:119]1[cH:120][cH:121][cH:122][cH:123][cH:124]1.[O:71]=[C:72]([CH:73]=[CH:74][c:75]1[cH:76][cH:77][cH:78][cH:79][cH:80]1)[CH:81]=[CH:82][c:83]1[cH:84][cH:85][cH:86][cH:87][cH:88]1.[O:89]=[C:90]([CH:91]=[CH:92][c:93]1[cH:94][cH:95][cH:96][cH:97][cH:98]1)[CH:99]=[CH:100][c:101]1[cH:102][cH:103][cH:104][cH:105][cH:106]1.[Pd:69].[Pd:70].[c:14]1([P:15]([c:16]2[cH:17][cH:18][cH:19][cH:20][cH:21]2)[c:22]2[c:23]3[c:47]([cH:48][cH:49][cH:50]2)[C:44]([CH3:45])([CH3:46])[c:26]2[c:25]([c:30]([P:31]([c:32]4[cH:33][cH:34][cH:35][cH:36][cH:37]4)[c:38]4[cH:39][cH:40][cH:41][cH:42][cH:43]4)[cH:29][cH:28][cH:27]2)[O:24]3)[cH:51][cH:52][cH:53][cH:54][cH:55]1>>[NH:1]([c:2]1[c:3]([C:4](=[O:5])[N:6]([CH3:7])[CH3:8])[cH:9][c:10]([Br:13])[cH:11][cH:12]1)[c:63]1[cH:64][n:65][cH:66][n:67][cH:68]1. The reactants are [H-].C(C(C)C)[Al+]CC(C)C (Diisobutylaluminum hydride), O=C1N(C2=C(C(=N[C@H]1NC(=O)N1CCC(CC1)NC(=O)NC(C(=O)OCC)C1=NC=CC=C1)C1=CC=CC=C1)C=CC=C2)CC(F)(F)F (ethyl [({[1-({[(3R)-2-oxo-5-phenyl-1-(2,2,2-trifluoroethyl)-2,3-dihydro-1H-1,4-benzodiazepin-3-yl]amino}carbonyl)piperidin-4-yl]amino}carbonyl)amino](pyridin-2-yl)acetate). Run in C1(=CC=CC=C1)C (toluene), ClCCl (dichloromethane). Run at time 30 minute. Yields the product O=C1N(C2=C(C(=N[C@H]1NC(=O)N1CCC(CC1)N1C(NC(=C1)C1=NC=CC=C1)=O)C1=CC=CC=C1)C=CC=C2)CC(F)(F)F (N-[(3R)-2-oxo-5-phenyl-1-(2,2,2-trifluoroethyl)-2,3-dihydro-1H-1,4-benzodiazepin-3-yl]-4-(2-oxo-4-pyridin-2-yl-2,3-dihydro-1H-imidazol-1-yl)piperidine-1-carboxamide). RXN SMILES: [H-].C([Al+]CC(C)C)C(C)C.[O:11]=[C:12]1[C@H:18]([NH:19][C:20]([N:22]2[CH2:27][CH2:26][CH:25]([NH:28][C:29]([NH:31][CH:32]([C:38]3[CH:43]=[CH:42][CH:41]=[CH:40][N:39]=3)[C:33](OCC)=O)=[O:30])[CH2:24][CH2:23]2)=[O:21])[N:17]=[C:16]([C:44]2[CH:49]=[CH:48][CH:47]=[CH:46][CH:45]=2)[C:15]2[CH:50]=[CH:51][CH:52]=[CH:53][C:14]=2[N:13]1[CH2:54][C:55]([F:58])([F:57])[F:56]>C1(C)C=CC=CC=1.ClCCl>[O:11]=[C:12]1[C@H:18]([NH:19][C:20]([N:22]2[CH2:23][CH2:24][CH:25]([N:28]3[CH:33]=[C:32]([C:38]4[CH:43]=[CH:42][CH:41]=[CH:40][N:39]=4)[NH:31][C:29]3=[O:30])[CH2:26][CH2:27]2)=[O:21])[N:17]=[C:16]([C:44]2[CH:49]=[CH:48][CH:47]=[CH:46][CH:45]=2)[C:15]2[CH:50]=[CH:51][CH:52]=[CH:53][C:14]=2[N:13]1[CH2:54][C:55]([F:58])([F:56])[F:57] |f:0.1|. Reported procedure: Diisobutylaluminum hydride (1M, 0.108 mL, 0.108 mmol) was added to a solution of ethyl [({[1-({[(3R)-2-oxo-5-phenyl-1-(2,2,2-trifluoroethyl)-2,3-dihydro-1H-1,4-benzodiazepin-3-yl]amino}carbonyl)piperidin-4-yl]amino}carbonyl)amino](pyridin-2-yl)acetate (60 mg, 0.090 mmol) in toluene (4 mL) and dichloromethane (4 mL) at −78° C. and stirred for 30 min and then warmed to ambient temperature. After 4 h, the reaction was quenched with 1 N saturated potassium sodium tartrate solution and extracted with...